Dataset: the Open Reaction Database (ORD), a public repository of structured organic reaction records. Task: describe an organic reaction: reactants, conditions, products, and yield The reactants are C(C1=CC=CC=C1)N (benzylamine), FC=1C=C(C(=O)OCC)C=CC1[N+](=O)[O-] (ethyl 3-fluoro-4-nitrobenzoate), TEA. Solvent: CN(C)C=O (DMF), C(C)(=O)OCC (ethyl acetate). Product: C(C1=CC=CC=C1)NC=1C=C(C(=O)OCC)C=CC1[N+](=O)[O-] (ethyl 3-(benzylamino)-4-nitrobenzoate). Yield: 107.7%. Reaction SMILES: [CH2:1]([NH2:8])[C:2]1[CH:7]=[CH:6][CH:5]=[CH:4][CH:3]=1.F[C:10]1[CH:11]=[C:12]([CH:18]=[CH:19][C:20]=1[N+:21]([O-:23])=[O:22])[C:13]([O:15][CH2:16][CH3:17])=[O:14]>CN(C=O)C.C(OCC)(=O)C>[CH2:1]([NH:8][C:10]1[CH:11]=[C:12]([CH:18]=[CH:19][C:20]=1[N+:21]([O-:23])=[O:22])[C:13]([O:15][CH2:16][CH3:17])=[O:14])[C:2]1[CH:7]=[CH:6][CH:5]=[CH:4][CH:3]=1. Procedure details: A solution of benzylamine (0.77 mL, 7.0 mmol), ethyl 3-fluoro-4-nitrobenzoate (1.0 g, 4.7 mmol) and TEA (2 mL) was heated in DMF (10 mL) for 18 hr at 70° C. The solution was cooled to room temperature, diluted with ethyl acetate (200 mL) and washed with H2O (2×100 mL) then 1N HCl (2×100 mL). The organic layer was dried (MgSO4), filtered and then concentrated to provide 1.52 g (˜100%) of crude ethyl 3-(benzylamino)-4-nitrobenzoate as an orange solid. This material was used without further purific... Starting materials: BrCC1CCCO1, CN1CCC(c2nc3cccnc3[nH]2)CC1. The product is CN1CCC(c2nc3cccnc3n2CC2CCCO2)CC1. As a reaction SMILES: [CH2:17]([CH:18]1[CH2:19][CH2:20][CH2:21][O:22]1)[Br:23].[CH3:1][N:2]1[CH2:3][CH2:4][CH:5]([c:8]2[n:9][c:10]3[c:11]([n:12][cH:13][cH:14][cH:15]3)[nH:16]2)[CH2:6][CH2:7]1>>[CH3:1][N:2]1[CH2:3][CH2:4][CH:5]([c:8]2[n:9][c:10]3[c:11]([n:12][cH:13][cH:14][cH:15]3)[n:16]2[CH2:17][CH:18]2[CH2:19][CH2:20][CH2:21][O:22]2)[CH2:6][CH2:7]1. Reactants: CC(=O)N1CCNC(C)C1, CC(=O)O[BH-](OC(C)=O)OC(C)=O, CCOC(C)=O, O=Cc1ccc(-c2ccc(C(CC3CCOCC3)c3ccc(S(=O)(=O)C4CC4)cc3)[nH]2)nc1, ClCCCl, [Na+]. Product: CC(=O)N1CCN(Cc2ccc(-c3ccc(C(CC4CCOCC4)c4ccc(S(=O)(=O)C5CC5)cc4)[nH]3)nc2)C(C)C1. RXN SMILES: [C:34]([CH3:35])(=[O:36])[N:37]1[CH2:38][CH:39]([CH3:43])[NH:40][CH2:41][CH2:42]1.[C:44]([O:45][BH-:46]([O:47][C:48](=[O:49])[CH3:50])[O:51][C:52](=[O:53])[CH3:54])(=[O:55])[CH3:56].[CH3:62][CH2:63][O:64][C:65](=[O:66])[CH3:67].[CH:1]1([S:4](=[O:5])(=[O:6])[c:7]2[cH:8][cH:9][c:10]([CH:13]([CH2:14][CH:15]3[CH2:16][CH2:17][O:18][CH2:19][CH2:20]3)[c:21]3[cH:22][cH:23][c:24](-[c:26]4[cH:27][cH:28][c:29]([CH:32]=[O:33])[cH:30][n:31]4)[nH:25]3)[cH:11][cH:12]2)[CH2:2][CH2:3]1.[Cl:58][CH2:59][CH2:60][Cl:61].[Na+:57]>>[CH:1]1([S:4](=[O:5])(=[O:6])[c:7]2[cH:8][cH:9][c:10]([CH:13]([CH2:14][CH:15]3[CH2:16][CH2:17][O:18][CH2:19][CH2:20]3)[c:21]3[cH:22][cH:23][c:24](-[c:26]4[cH:27][cH:28][c:29]([CH2:32][N:40]5[CH:39]([CH3:43])[CH2:38][N:37]([C:34]([CH3:35])=[O:36])[CH2:42][CH2:41]5)[cH:30][n:31]4)[nH:25]3)[cH:11][cH:12]2)[CH2:2][CH2:3]1. Reactants: [Cl-].[Na+] (sodium chloride), BrC1=CC=C(C=C1)NC(=O)C1=CC2=CC=C(C=C2C=C1)CN(C)C (N-(4-Bromophenyl)-6-[(dimethylamino)methyl]-2-naphthamide), ClC1=CC=C(C=C1)B(O)O (4-chlorophenylboronic acid), C([O-])([O-])=O.[Na+].[Na+] (sodium carbonate). The reagents and catalysts are C=1C=CC(=CC1)[P](C=2C=CC=CC2)(C=3C=CC=CC3)[Pd]([P](C=4C=CC=CC4)(C=5C=CC=CC5)C=6C=CC=CC6)([P](C=7C=CC=CC7)(C=8C=CC=CC8)C=9C=CC=CC9)[P](C=1C=CC=CC1)(C=1C=CC=CC1)C=1C=CC=CC1 (tetrakistriphenylphosphinepalladium). Isolated yield 30.3%. As a reaction SMILES: Br[C:2]1[CH:7]=[CH:6][C:5]([NH:8][C:9]([C:11]2[CH:20]=[CH:19][C:18]3[C:13](=[CH:14][CH:15]=[C:16]([CH2:21][N:22]([CH3:24])[CH3:23])[CH:17]=3)[CH:12]=2)=[O:10])=[CH:4][CH:3]=1.[Cl:25][C:26]1[CH:31]=[CH:30][C:29](B(O)O)=[CH:28][CH:27]=1.C(=O)([O-])[O-].[Na+].[Na+].[Cl-].[Na+]>C(COC)OC.O1CCCC1.C1C=CC([P]([Pd]([P](C2C=CC=CC=2)(C2C=CC=CC=2)C2C=CC=CC=2)([P](C2C=CC=CC=2)(C2C=CC=CC=2)C2C=CC=CC=2)[P](C2C=CC=CC=2)(C2C=CC=CC=2)C2C=CC=CC=2)(C2C=CC=CC=2)C2C=CC=CC=2)=CC=1>[Cl:25][C:26]1[CH:31]=[CH:30][C:29]([C:2]2[CH:7]=[CH:6][C:5]([NH:8][C:9]([C:11]3[CH:20]=[CH:19][C:18]4[C:13](=[CH:14][CH:15]=[C:16]([CH2:21][N:22]([CH3:24])[CH3:23])[CH:17]=4)[CH:12]=3)=[O:10])=[CH:4][CH:3]=2)=[CH:28][CH:27]=1 |f:2.3.4,5.6,^1:57,59,78,97|. Product: ClC1=CC=C(C=C1)C1=CC=C(C=C1)NC(=O)C1=CC2=CC=C(C=C2C=C1)CN(C)C (N-(4′-Chloro[1,1′-biphenyl]-4-yl)-6-[(N,N-dimethylamino)methyl]-2-naphthamide). Procedure details: N-(4-Bromophenyl)-6-[(dimethylamino)methyl]-2-naphthamide (128 mg, 0.334 mmol) obtained in Example 4, 4-chlorophenylboronic acid (62.7 mg, 401 mmol) and a 2N aqueous sodium carbonate solution (0.668 ml, 1.34 mmol) were dissolved in a mixed solution of dimethoxyethane (3 ml) and tetrahydrofuran (0.3 ml), tetrakistriphenylphosphinepalladium (11.6 mg, 0.01 mol) was added thereto under the nitrogen atmosphere, and the mixture was stirred at 90° C. for 4 hours. To the reaction solution was added an a... Solvent: C(OC)COC (dimethoxyethane), O1CCCC1 (tetrahydrofuran). Conditions: temperature 90 celsius, time 4 hour. The reactants are Cl (HCl), ClC=1C=2C(N=CC1F)=CN(N2)CCOC2OCCCC2 (7-chloro-6-fluoro-2-(2-(tetrahydro-2H-pyran-2-yloxy)ethyl)-2H-pyrazolo[4,3-b]pyridine), ClC1=C2C(=NC=C1F)C=NN2CCOC2OCCCC2 (7-chloro-6-fluoro-1-(2-(tetrahydro-2H-pyran-2-yloxy)ethyl)-1H-pyrazolo[4,3-b]pyridine), FC=1C(=NC(=CC1)C)C1=NC=C(C(=C1)N)C (3′-fluoro-5,6′-dimethyl-2,2′-bipyridin-4-amine), tri(dibenzylidene acetone)dipalladium(0), C1(CCCCC1)P(C1=C(C=CC=C1)C1=C(C=C(C=C1C(C)C)C(C)C)C(C)C)C1CCCCC1 (dicyclohexyl(2′,4′,6′-triisopropylbiphenyl-2-yl)phosphine), C([O-])([O-])=O.[K+].[K+] (potassium carbonate). The solvent is CC(C)(C)O (t-BuOH). Conditions: temperature 100 celsius. The product is FC1=C(C=2C(N=C1)=CN(N2)CCO)NC2=CC(=NC=C2C)C2=NC(=CC=C2F)C (2-(6-fluoro-7-(3′-fluoro-5,6′-dimethyl-2,2′-bipyridin-4-ylamino)-2H-pyrazolo[4,3-b]pyridin-2-yl)ethanol), Cl (HCl). Reaction SMILES: [Cl:1][C:2]1[C:3]2[C:4](=[CH:9][N:10]([CH2:12][CH2:13][O:14]C3CCCCO3)[N:11]=2)[N:5]=[CH:6][C:7]=1[F:8].ClC1C(F)=CN=C2C=NN(CCOC3CCCCO3)C=12.[F:41][C:42]1[C:43]([C:49]2[CH:54]=[C:53]([NH2:55])[C:52]([CH3:56])=[CH:51][N:50]=2)=[N:44][C:45]([CH3:48])=[CH:46][CH:47]=1.C1(P(C2CCCCC2)C2C=CC=CC=2C2C(C(C)C)=CC(C(C)C)=CC=2C(C)C)CCCCC1.C(=O)([O-])[O-].[K+].[K+].Cl>CC(O)(C)C>[F:8][C:7]1[CH:6]=[N:5][C:4]2=[CH:9][N:10]([CH2:12][CH2:13][OH:14])[N:11]=[C:3]2[C:2]=1[NH:55][C:53]1[C:52]([CH3:56])=[CH:51][N:50]=[C:49]([C:43]2[C:42]([F:41])=[CH:47][CH:46]=[C:45]([CH3:48])[N:44]=2)[CH:54]=1.[ClH:1] |f:4.5.6|. Procedure: To 7-chloro-6-fluoro-2-(2-(tetrahydro-2H-pyran-2-yloxy)ethyl)-2H-pyrazolo[4,3-b]pyridine (85 mg, 0.284 mmol) and 7-chloro-6-fluoro-1-(2-(tetrahydro-2H-pyran-2-yloxy)ethyl)-1H-pyrazolo[4,3-b]pyridine (85 mg, 0.284 mmol) in t-BuOH (4 mL) was added 3′-fluoro-5,6′-dimethyl-2,2′-bipyridin-4-amine (185 mg, 0.851 mmol), tri(dibenzylidene acetone)dipalladium(0) (26.0 mg, 0.028 mmol), dicyclohexyl(2′,4′,6′-triisopropylbiphenyl-2-yl)phosphine (27.0 mg, 0.057 mmol) and potassium carbonate (157 mg, 1.134 mm... Starting materials: C(#N)CNC(C(CC(C)C)C1=CC(=CC=C1)B1OC(C(O1)(C)C)(C)C)=O (N-cyanomethyl-4-methyl-2-[3-(4,4,5,5-tetramethyl[1,3,2]dioxaborolan-2-yl)phenyl]pentanamide), CN(C)C=O (DMF), BrC1=CC=C(CNC(OC(C)(C)C)=O)C=C1 (tert-butyl 4-bromobenzylcarbamate), C([O-])(O)=O.[Na+] (sodium bicarbonate). Reagents/catalysts: [Pd](Cl)Cl (palladium(II) chloride). The solvent is O (water). Run at temperature 82.5 celsius. The product is C(#N)CNC(=O)C(CC(C)C)C=1C=C(C=CC1)C1=CC=C(C=C1)CNC(OC(C)(C)C)=O (tert-butyl 3′-(1-cyanomethylcarbamoyl-3-methylbutyl)biphenyl-4-ylmethylcarbamate). Yield: 82.1%. RXN SMILES: [C:1]([CH2:3][NH:4][C:5](=[O:26])[CH:6]([C:11]1[CH:16]=[CH:15][CH:14]=[C:13](B2OC(C)(C)C(C)(C)O2)[CH:12]=1)[CH2:7][CH:8]([CH3:10])[CH3:9])#[N:2].Br[C:28]1[CH:42]=[CH:41][C:31]([CH2:32][NH:33][C:34](=[O:40])[O:35][C:36]([CH3:39])([CH3:38])[CH3:37])=[CH:30][CH:29]=1.C(=O)(O)[O-].[Na+].CN(C=O)C>O.[Pd](Cl)Cl>[C:1]([CH2:3][NH:4][C:5]([CH:6]([C:11]1[CH:12]=[C:13]([C:28]2[CH:29]=[CH:30][C:31]([CH2:32][NH:33][C:34](=[O:40])[O:35][C:36]([CH3:38])([CH3:37])[CH3:39])=[CH:41][CH:42]=2)[CH:14]=[CH:15][CH:16]=1)[CH2:7][CH:8]([CH3:9])[CH3:10])=[O:26])#[N:2] |f:2.3|. Procedure details: A mixture comprised of N-cyanomethyl-4-methyl-2-[3-(4,4,5,5-tetramethyl[1,3,2]dioxaborolan-2-yl)phenyl]pentanamide (250 mg, 0.702 mmol), tert-butyl 4-bromobenzylcarbamate (303 mg, 1.053 mmol), sodium bicarbonate (1.1 mL, 2.11 mmol), palladium(II) chloride (18 mg, 0.0211 mmol) and DMF (15.8 mL) was stirred under nitrogen at between 80-85° C. until the reaction was complete. The mixture was diluted with water and the product was extracted with diethyl ether (3×). The combined extracts were washed ... Reactants: [C@H]12[C@H](NC[C@@H]2CCC1)CNC(=O)C1=C(N=C2SC=CN21)C (6-methyl-imidazo[2,1-b]thiazole-5-carboxylic acid-[(1S,2S,5R)-3-aza-bicyclo[3.3.0]oct-2-ylmethyl]-amide), CC=1SC(=C(N1)C(=O)O)C=1C=C(C=CC1)C (2-methyl-5-m-tolyl-thiazole-4-carboxylic acid). Product: CC=1SC(=C(N1)C(=O)N1[C@@H]([C@H]2CCC[C@H]2C1)CNC(=O)C1=C(N=C2SC=CN21)C)C=2C=C(C=CC2)C (6-Methyl-imidazo[2,1-b]thiazole-5-carboxylic acid-(1S,2S,5R)-[3-(2-methyl-5-m-tolyl-thiazole-4-carbonyl)-3-aza-bicyclo[3.3.0]oct-2-ylmethyl]-amide). Reaction SMILES: [C@H:1]12[CH2:8][CH2:7][CH2:6][C@H:5]1[CH2:4][NH:3][C@@H:2]2[CH2:9][NH:10][C:11]([C:13]1[N:20]2[C:16]([S:17][CH:18]=[CH:19]2)=[N:15][C:14]=1[CH3:21])=[O:12].[CH3:22][C:23]1[S:24][C:25]([C:31]2[CH:32]=[C:33]([CH3:37])[CH:34]=[CH:35][CH:36]=2)=[C:26]([C:28](O)=[O:29])[N:27]=1>>[CH3:22][C:23]1[S:24][C:25]([C:31]2[CH:32]=[C:33]([CH3:37])[CH:34]=[CH:35][CH:36]=2)=[C:26]([C:28]([N:3]2[CH2:4][C@H:5]3[C@H:1]([CH2:8][CH2:7][CH2:6]3)[C@H:2]2[CH2:9][NH:10][C:11]([C:13]2[N:20]3[C:16]([S:17][CH:18]=[CH:19]3)=[N:15][C:14]=2[CH3:21])=[O:12])=[O:29])[N:27]=1. Procedure: prepared by reaction of 6-methyl-imidazo[2,1-b]thiazole-5-carboxylic acid-[(1S,2S,5R)-3-aza-bicyclo[3.3.0]oct-2-ylmethyl]-amide with 2-methyl-5-m-tolyl-thiazole-4-carboxylic acid. The reactants are S(=O)(Cl)Cl (thionyl chloride), CC(O)C1=CC=C(C=C1)C1CCCCC1 (methyl-(para-cyclohexylphenyl)-carbinol). Solvent: C1=CC=CC=C1 (benzene), N1=CC=CC=C1 (pyridine). Yields the product CC(C1=CC=C(C=C1)C1CCCCC1)Cl (α-methyl-para-cyclohexyl-benzyl chloride). RXN SMILES: S(Cl)([Cl:3])=O.[CH3:5][CH:6]([C:8]1[CH:13]=[CH:12][C:11]([CH:14]2[CH2:19][CH2:18][CH2:17][CH2:16][CH2:15]2)=[CH:10][CH:9]=1)O>C1C=CC=CC=1.N1C=CC=CC=1>[CH3:5][CH:6]([Cl:3])[C:8]1[CH:13]=[CH:12][C:11]([CH:14]2[CH2:19][CH2:18][CH2:17][CH2:16][CH2:15]2)=[CH:10][CH:9]=1. Reported procedure: 25 ml of thionyl chloride are added dropwise to a solution of 20.4 g of methyl-(para-cyclohexylphenyl)-carbinol in 100 ml of benzene and 3 ml of pyridine, and the mixture then refluxed for 5 hours. It is then poured on to ice, the aqueous mixture is extracted with ether, and the ethereal solution washed with sodium bicarbonate solution and water. When the solution is dried and the ether evaporated, α-methyl-para-cyclohexyl-benzyl chloride is obtained in the form of a dark viscous liquid which is...